From a dataset of the Open Reaction Database (ORD), a public repository of structured organic reaction records. describe an organic reaction: reactants, conditions, products, and yield Starting materials: ClC=1C=C(C(=O)OO)C=CC1 (3-Chloroperoxybenzoic acid), C1(CCCC1)S(=O)C=1C=C(C=CC1)CCCCOCCCCCCN1C(O[C@@H](C1)C1=CC2=C(OC(OC2)(C)C)C=C1)=O ((5R)-3-(6-{4-[3-(cyclopentylsulfinyl)phenyl]butoxy}hexyl)-5-(2,2-dimethyl-4H-1,3-benzodioxin-6-yl)-1,3-oxazolidin-2-one). Run in C(Cl)Cl (DCM), C(Cl)Cl (DCM). Reaction conditions: time 0.5 hour. The product is C1(CCCC1)S(=O)(=O)C=1C=C(C=CC1)CCCCOCCCCCCN1C(O[C@@H](C1)C1=CC2=C(OC(OC2)(C)C)C=C1)=O ((5R)-3-(6-{4-[3-(Cyclopentylsulfonyl)phenyl]butoxy}hexyl)-5-(2,2-dimethyl-4H-1,3-benzodioxin-6-yl)-1,3-oxazolidin-2-one). Yield: 85.3%. Reaction SMILES: ClC1C=C(C=CC=1)C(OO)=[O:6].[CH:12]1([S:17]([C:19]2[CH:20]=[C:21]([CH2:25][CH2:26][CH2:27][CH2:28][O:29][CH2:30][CH2:31][CH2:32][CH2:33][CH2:34][CH2:35][N:36]3[CH2:40][C@@H:39]([C:41]4[CH:52]=[CH:51][C:44]5[O:45][C:46]([CH3:50])([CH3:49])[O:47][CH2:48][C:43]=5[CH:42]=4)[O:38][C:37]3=[O:53])[CH:22]=[CH:23][CH:24]=2)=[O:18])[CH2:16][CH2:15][CH2:14][CH2:13]1>C(Cl)Cl>[CH:12]1([S:17]([C:19]2[CH:20]=[C:21]([CH2:25][CH2:26][CH2:27][CH2:28][O:29][CH2:30][CH2:31][CH2:32][CH2:33][CH2:34][CH2:35][N:36]3[CH2:40][C@@H:39]([C:41]4[CH:52]=[CH:51][C:44]5[O:45][C:46]([CH3:49])([CH3:50])[O:47][CH2:48][C:43]=5[CH:42]=4)[O:38][C:37]3=[O:53])[CH:22]=[CH:23][CH:24]=2)(=[O:6])=[O:18])[CH2:16][CH2:15][CH2:14][CH2:13]1. Procedure details: 3-Chloroperoxybenzoic acid (0.088 g) was added to a stirred, cooled (ice-bath) solution of (5R)-3-(6-{4-[3-(cyclopentylsulfinyl)phenyl]butoxy}hexyl)-5-(2,2-dimethyl-4H-1,3-benzodioxin-6-yl)-1,3-oxazolidin-2-one (0.097 g) in DCM (10 ml). The solution was stirred for 0.5 h at room temperature. The solution was diluted with DCM and washed with 2N NaOH solution, water, dried (Na2SO4) and evaporated to give the title compound (0.085 g)